Dataset: the Open Reaction Database (ORD), a public repository of structured organic reaction records. Task: describe an organic reaction: reactants, conditions, products, and yield Reactants: CN1C(=C(C(=O)OCC)C(C(=C1C)C1=CC=C(C=C1)Br)=O)C (ethyl 1,2,6-trimethyl-5-(4'-bromophenyl)-4-oxonicotinate), [OH-].[Na+] (NaOH). The solvent is CO.O (methanol water). Yields the product CN1C(=C(C(=O)O)C(C(=C1C)C1=CC=C(C=C1)Br)=O)C (1,2,6-trimethyl-5-(4-bromophenyl)-4-oxonicotinic acid). Reaction SMILES: [CH3:1][N:2]1[C:12]([CH3:13])=[C:11]([C:14]2[CH:19]=[CH:18][C:17]([Br:20])=[CH:16][CH:15]=2)[C:10](=[O:21])[C:4]([C:5]([O:7]CC)=[O:6])=[C:3]1[CH3:22].[OH-].[Na+]>CO.O>[CH3:1][N:2]1[C:12]([CH3:13])=[C:11]([C:14]2[CH:19]=[CH:18][C:17]([Br:20])=[CH:16][CH:15]=2)[C:10](=[O:21])[C:4]([C:5]([OH:7])=[O:6])=[C:3]1[CH3:22] |f:1.2,3.4|. Procedure: 2.7 g. of crude ethyl 1,2,6-trimethyl-5-(4'-bromophenyl)-4-oxonicotinate was suspended in 27 g. of 5% NaOH in 1:1 methanol/water. The reaction mixture was refluxed for 21/2 hours, cooled and acidified. Filtration of the resulting solid provided 2.2 g of 1,2,6-trimethyl-5-(4-bromophenyl)-4-oxonicotinic acid. m.p.=228°-230° C. (decomposition). Starting materials: N12CCC(CC1)(CC2)C(O)(C2=CC=CC=C2)C2=CC=CC=C2 (1-Azabicyclo[2.2.2]oct-4-yl(diphenyl)methanol), BrC1=CC=C(C=C1)COCCBr (1-bromo-4-{[(2-bromoethyl)oxy]methyl}benzene). Solvent: CC#N.C(Cl)(Cl)Cl (CH3CN CHCl3). Reaction conditions: temperature 60 celsius. The product is [Br-].BrC1=CC=C(C=C1)COCC[N+]12CCC(CC1)(CC2)C(C2=CC=CC=C2)(C2=CC=CC=C2)O (1-(2-{[(4-bromophenyl)methyl]oxy}ethyl)-4-[hydroxy(diphenyl)methyl]-1-azoniabicyclo[2.2.2]octane bromide). Isolated yield 46.2%. As a reaction SMILES: [N:1]12[CH2:8][CH2:7][C:4]([C:9]([C:17]3[CH:22]=[CH:21][CH:20]=[CH:19][CH:18]=3)([C:11]3[CH:16]=[CH:15][CH:14]=[CH:13][CH:12]=3)[OH:10])([CH2:5][CH2:6]1)[CH2:3][CH2:2]2.[Br:23][C:24]1[CH:29]=[CH:28][C:27]([CH2:30][O:31][CH2:32][CH2:33]Br)=[CH:26][CH:25]=1>CC#N.C(Cl)(Cl)Cl>[Br-:23].[Br:23][C:24]1[CH:25]=[CH:26][C:27]([CH2:30][O:31][CH2:32][CH2:33][N+:1]23[CH2:6][CH2:5][C:4]([C:9]([OH:10])([C:17]4[CH:22]=[CH:21][CH:20]=[CH:19][CH:18]=4)[C:11]4[CH:12]=[CH:13][CH:14]=[CH:15][CH:16]=4)([CH2:3][CH2:2]2)[CH2:7][CH2:8]3)=[CH:28][CH:29]=1 |f:2.3,4.5|. Reported procedure: 1-Azabicyclo[2.2.2]oct-4-yl(diphenyl)methanol (30 mg, 0.102 mmol) was added to a solution of 1-bromo-4-{[(2-bromoethyl)oxy]methyl}benzene (42 mg, 0.143 mmol) in 2:3 CH3CN/CHCl3 (3 mL), and the reaction was heated at 60° C. for 96 h. The reaction was concentrated, and the crude product was washed with EtOAc (3×1 mL). The product was dried under high vacuum to give the title compound (19.4 mg, 32%). LC/MS ESI RT 2.07 min M+506 RXN SMILES: COC(=O)CC1C(C)=NN([CH2:11][C:12]2[CH:17]=[CH:16][C:15]([N+:18]([O-:20])=[O:19])=[CH:14][CH:13]=2)C=1C.[C:23]([O:27][C:28](=[O:42])[CH2:29][C:30]1[C:31]([CH:36]2[CH2:41][CH2:40][CH2:39][CH2:38][CH2:37]2)=[N:32][NH:33][C:34]=1[CH3:35])([CH3:26])([CH3:25])[CH3:24].C(OC(=O)CC1C(CC)=NNC=1CC)(C)(C)C.C1(C(=O)CC(=O)C)CCCCC1.COC(=O)CC1C(C)=NNC=1C>>[C:23]([O:27][C:28](=[O:42])[CH2:29][C:30]1[C:31]([CH:36]2[CH2:41][CH2:40][CH2:39][CH2:38][CH2:37]2)=[N:32][N:33]([CH2:11][C:12]2[CH:17]=[CH:16][C:15]([N+:18]([O-:20])=[O:19])=[CH:14][CH:13]=2)[C:34]=1[CH3:35])([CH3:26])([CH3:24])[CH3:25]. Procedure: [3-Cyclohexyl-5-methyl-1-(4-nitro-benzyl)-1H-pyrazol-4-yl]-acetic acid tert-butyl ester was prepared according to the preparation of intermediate 1.1.2, using in the alkylation reaction (3-cyclohexyl-5-methyl-1H-pyrazol-4-yl)-acetic acid tert-butyl ester (preparation according to the preparation of (3,5-diethyl-1H-pyrazol-4-yl)-acetic acid tert-butyl ester, WO2007/141267, employing 1-cyclohexyl-butane-1,3-dione instead of heptane-3,5-dione) instead of (3,5-dimethyl-1H-pyrazol-4-yl)-acetic acid m... The product is C(C)(C)(C)OC(CC=1C(=NN(C1C)CC1=CC=C(C=C1)[N+](=O)[O-])C1CCCCC1)=O ([3-Cyclohexyl-5-methyl-1-(4-nitro-benzyl)-1H-pyrazol-4-yl]-acetic acid tert-butyl ester). Starting materials: COC(CC=1C(=NN(C1C)CC1=CC=C(C=C1)[N+](=O)[O-])C)=O ([3,5-dimethyl-1-(4-nitro-benzyl)-1H-pyrazol-4-yl]-acetic acid methyl ester), C1(CCCCC1)C(CC(C)=O)=O (1-cyclohexyl-butane-1,3-dione), COC(CC=1C(=NNC1C)C)=O ((3,5-dimethyl-1H-pyrazol-4-yl)-acetic acid methyl ester), C(C)(C)(C)OC(CC=1C(=NNC1C)C1CCCCC1)=O ((3-cyclohexyl-5-methyl-1H-pyrazol-4-yl)-acetic acid tert-butyl ester), C(C)(C)(C)OC(CC=1C(=NNC1CC)CC)=O ((3,5-diethyl-1H-pyrazol-4-yl)-acetic acid tert-butyl ester). Reactants: C=C1CCCN(C2=C1C=CC=C2)C(C2=CC=C(C=C2)NC(C2=C(C=CC=C2)C)=O)=O (5-Methylidene-1-[4-(2-methylbenzoylamino)benzoyl]-2,3,4,5-tetrahydro-1H-benzazepine), solution, [H][H] (hydrogen), [OH-].[Na+] (sodium hydroxide), OO (hydrogen peroxide). The solvent is O (water), O1CCCC1 (tetrahydrofuran), O1CCCC1 (tetrahydrofuran). Run at time 6 hour. Product: OCC1CCCN(C2=C1C=CC=C2)C(C2=CC=C(C=C2)NC(C2=C(C=CC=C2)C)=O)=O (5-hydroxymethyl-1-[4-(2-methylbenzoylamino)benzoyl]-2,3,4,5-tetrahydro-1H-benzazepine). RXN SMILES: [CH2:1]=[C:2]1[C:8]2[CH:9]=[CH:10][CH:11]=[CH:12][C:7]=2[N:6]([C:13](=[O:30])[C:14]2[CH:19]=[CH:18][C:17]([NH:20][C:21](=[O:29])[C:22]3[CH:27]=[CH:26][CH:25]=[CH:24][C:23]=3[CH3:28])=[CH:16][CH:15]=2)[CH2:5][CH2:4][CH2:3]1.[H][H].[OH-:33].[Na+].OO>O1CCCC1.O>[OH:33][CH2:1][CH:2]1[C:8]2[CH:9]=[CH:10][CH:11]=[CH:12][C:7]=2[N:6]([C:13](=[O:30])[C:14]2[CH:19]=[CH:18][C:17]([NH:20][C:21](=[O:29])[C:22]3[CH:27]=[CH:26][CH:25]=[CH:24][C:23]=3[CH3:28])=[CH:16][CH:15]=2)[CH2:5][CH2:4][CH2:3]1 |f:2.3|. Procedure: 5-Methylidene-1-[4-(2-methylbenzoylamino)benzoyl]-2,3,4,5-tetrahydro-1H-benzazepine (2.84 g) is suspended in tetrahydrofuran (50 ml) and thereto is added 1M solution of boran-tetrahydrofuran complex in tetrahydrofuran (43 ml). The mixture is stirred at room temperature for 6 hours. After completion of the reaction, the reaction solution is cooled with ice, and thereto is added water (70 ml). After termination of the evolution of hydrogen gas, to the reaction solution are added 25% aqueous sodium... Reactants: [Al+3], O=C1COc2ccc(F)cc2N1, [H-], [H-], [H-], [H-], [Li+], N, C1CCOC1. Product: Fc1ccc2c(c1)NCCO2. Reaction SMILES: [Al+3:14].[F:1][c:2]1[cH:3][cH:4][c:5]2[c:6]([cH:12]1)[NH:7][C:8](=[O:11])[CH2:9][O:10]2.[H-:13].[H-:16].[H-:17].[H-:18].[Li+:15].[NH3:24].[O:19]1[CH2:20][CH2:21][CH2:22][CH2:23]1>>[F:1][c:2]1[cH:3][cH:4][c:5]2[c:6]([cH:12]1)[NH:7][CH2:8][CH2:9][O:10]2.